The task is: describe an organic reaction: reactants, conditions, products, and yield. This data is from the Open Reaction Database (ORD), a public repository of structured organic reaction records. Starting materials: CN1CCN(c2ccc([N+](=O)[O-])c(C=Cc3n[nH]c4ccccc34)c2)CC1, CCO, Cl, [Sn]. Product: CN1CCN(c2ccc(N)c(C=Cc3n[nH]c4ccccc34)c2)CC1. Reaction SMILES: [CH3:1][N:2]1[CH2:3][CH2:4][N:5]([c:8]2[cH:9][cH:10][c:11]([N+:25]([O-:26])=[O:27])[c:12]([CH:14]=[CH:15][c:16]3[n:17][nH:18][c:19]4[cH:20][cH:21][cH:22][cH:23][c:24]34)[cH:13]2)[CH2:6][CH2:7]1.[CH3:30][CH2:31][OH:32].[ClH:29].[Sn:28]>>[CH3:1][N:2]1[CH2:3][CH2:4][N:5]([c:8]2[cH:9][cH:10][c:11]([NH2:25])[c:12]([CH:14]=[CH:15][c:16]3[n:17][nH:18][c:19]4[cH:20][cH:21][cH:22][cH:23][c:24]34)[cH:13]2)[CH2:6][CH2:7]1. The reactants are C(=O)([O-])[O-].[Na+].[Na+] (Na2CO3), tetrakis-triphenylphosphane palladium, BrC=1C=CC(=NC1)I (5-bromo-2-iodo-pyridine), ClC1=CC=C(C=C1)OB(O)O (4-chlorophenyl-boric acid). Run in O1CCOCC1 (1,4-dioxane), CO (MeOH). Run at temperature 110 celsius. Yields the product BrC=1C=CC(=NC1)C1=CC=C(C=C1)Cl (5-bromo-2-(4-chloro-phenyl)-pyridine). As a reaction SMILES: C([O-])([O-])=O.[Na+].[Na+].[Br:7][C:8]1[CH:9]=[CH:10][C:11](I)=[N:12][CH:13]=1.[Cl:15][C:16]1[CH:21]=[CH:20][C:19](OB(O)O)=[CH:18][CH:17]=1>O1CCOCC1.CO>[Br:7][C:8]1[CH:9]=[CH:10][C:11]([C:19]2[CH:20]=[CH:21][C:16]([Cl:15])=[CH:17][CH:18]=2)=[N:12][CH:13]=1 |f:0.1.2|. Reported procedure: Under an N2 atmosphere 11 mL 2 M Na2CO3 solution and 240 mg (0.21 mmol) tetrakis-triphenylphosphane-palladium are added to a solution of 3.00 g (10.6 mmol) 5-bromo-2-iodo-pyridine and 3.37 g (21.1 mmol) 4-chlorophenyl-boric acid in 60 mL 1,4-dioxane and 15 mL MeOH and the reaction mixture is heated to 110° C. for 3 h. The mixture is evaporated down i.vac., the residue is combined with 50 mL water, 10 mL 3% NH3 solution and 150 mL EtOAc, the organic phase is separated off and dried over Na2SO4. A... The reactants are C(C(C)(C)C)(=O)OC1=C(N=C2N(C1=O)C=CC=C2)C(=O)OC (Methyl 3-[(pivaloyl)oxy]-4-oxo-4H-pyrido[1,2-a]pyrimidine-2-carboxylate), C1CC(=O)N(C1=O)Br (NBS). Solvent: C(C)#N (acetonitrile), C(C)(=O)O (acetic acid). Conditions: time 4 day. Yields the product BrC=1C=CC=2N(C(C(=C(N2)C(=O)OC)OC(C(C)(C)C)=O)=O)C1 (Methyl 7-bromo-3-[(2,2-dimethylpropanoyl)oxy]-4-oxo-4H-pyrido[1,2-a]pyrimidine-2-carboxylate). As a reaction SMILES: [C:1]([O:7][C:8]1[C:13](=[O:14])[N:12]2[CH:15]=[CH:16][CH:17]=[CH:18][C:11]2=[N:10][C:9]=1[C:19]([O:21][CH3:22])=[O:20])(=[O:6])[C:2]([CH3:5])([CH3:4])[CH3:3].C1C(=O)N([Br:30])C(=O)C1>C(#N)C.C(O)(=O)C>[Br:30][C:16]1[CH:17]=[CH:18][C:11]2[N:12]([CH:15]=1)[C:13](=[O:14])[C:8]([O:7][C:1](=[O:6])[C:2]([CH3:5])([CH3:4])[CH3:3])=[C:9]([C:19]([O:21][CH3:22])=[O:20])[N:10]=2. Procedure: Methyl 3-[(pivaloyl)oxy]-4-oxo-4H-pyrido[1,2-a]pyrimidine-2-carboxylate (see Example 1, Step 2a) and NBS (5 eqs.) were dissolved in a 3:1 mixture of acetonitrile and acetic acid. The solution was left standing at 5° C. with occasional shaking for 4 days. The solvents were removed under reduced pressure and the residue was suspended in chloroform. The precipitate was removed by filtration and the solution concentrated under vacuum. The residue was dissolved in dichloromethane, and triethylamine (... Reactants: NN (hydrazine), COC=1C=C2C(=C(N(C2=CC1)CC1=NC2=CC=CC=C2C=C1)C)CC(=O)NN (5-Methoxy-2-methyl-1-[(2-quinolyl)methyl]-1H-indole-3-acetic acid hydrazide), C(C)OC(CC1=C(N(C2=CC=C(C=C12)OC)CC1=NC2=CC=CC=C2C=C1)C)=O (5-methoxy-2-methyl-1-[(2-quinolyl)methyl]-1H-indole-3-acetic acid ethyl ester). The product is COC=1C=C2C(=C(N(C2=CC1)CC1=NC2=CC=CC=C2C=C1)C)CC(=O)NN (5-methoxy-2-methyl-1-[(2-quinolyl)methyl]-1H-indole-3-acetic acid hydrazide), CO (MeOH). Yield: 55.0%. RXN SMILES: [CH3:1][O:2][C:3]1[CH:4]=[C:5]2[C:9](=[CH:10][CH:11]=1)[N:8]([CH2:12][C:13]1[CH:22]=[CH:21][C:20]3[C:15](=[CH:16][CH:17]=[CH:18][CH:19]=3)[N:14]=1)[C:7]([CH3:23])=[C:6]2[CH2:24][C:25]([NH:27][NH2:28])=[O:26].[CH2:29]([O:31]C(=O)CC1C2C(=CC=C(OC)C=2)N(CC2C=CC3C(=CC=CC=3)N=2)C=1C)C.NN>>[CH3:1][O:2][C:3]1[CH:4]=[C:5]2[C:9](=[CH:10][CH:11]=1)[N:8]([CH2:12][C:13]1[CH:22]=[CH:21][C:20]3[C:15](=[CH:16][CH:17]=[CH:18][CH:19]=3)[N:14]=1)[C:7]([CH3:23])=[C:6]2[CH2:24][C:25]([NH:27][NH2:28])=[O:26].[CH3:29][OH:31]. Reported procedure: 5-Methoxy-2-methyl-1-[(2-quinolyl)methyl]-1H-indole-3-acetic acid hydrazide. Using the method described in Example 1, Part G, 446 mg (1.15 mmol) of 5-methoxy-2-methyl-1-[(2-quinolyl)methyl]-1H-indole-3-acetic acid ethyl ester was reacted with 1.0 mL of hydrazine to give on crystallization from MeOH 238 mg (55% yield) of 5-methoxy-2-methyl-1-[(2-quinolyl)methyl]-1H-indole-3-acetic acid hydrazide, mp, 173°-175° C. The reactants are C([O-])([O-])=O.[K+].[K+] (potassium carbonate), ice water, C(=O)(C(F)(F)F)O (TFA), C(C)(C)(C)OC(=O)N(C(OC(C)(C)C)=O)C1=NC=C(N=C1C1=CC(=NO1)C1=CC=C(C=C1)CCl)C1=CC=C(C=C1)S(=O)(=O)C(C)C (tert-Butyl N-tert-butoxycarbonyl-N-[3-[3-[4-(chloromethyl)phenyl]isoxazol-5-yl]-5-(4-isopropylsulfonylphenyl)pyrazin-2-yl]carbamate), NC1CCOCC1 (4-aminotetrahydro-2H-pyran), CCN(C(C)C)C(C)C (DIPEA). Run in C(Cl)Cl (DCM), CN(C)C=O (DMF). Run at time 8 hour. Product: C(C)(C)S(=O)(=O)C1=CC=C(C=C1)C=1N=C(C(=NC1)N)C1=CC(=NO1)C1=CC=C(C=C1)CNC1CCOCC1 (5-(4-isopropylsulfonylphenyl)-3-[3-[4-[(tetrahydropyran-4-ylamino)methyl]phenyl]isoxazol-5-yl]pyrazin-2-amine). Isolated yield 87.4%. As a reaction SMILES: C(OC([N:8]([C:16]1[C:21]([C:22]2[O:26][N:25]=[C:24]([C:27]3[CH:32]=[CH:31][C:30]([CH2:33]Cl)=[CH:29][CH:28]=3)[CH:23]=2)=[N:20][C:19]([C:35]2[CH:40]=[CH:39][C:38]([S:41]([CH:44]([CH3:46])[CH3:45])(=[O:43])=[O:42])=[CH:37][CH:36]=2)=[CH:18][N:17]=1)C(=O)OC(C)(C)C)=O)(C)(C)C.[NH2:47][CH:48]1[CH2:53][CH2:52][O:51][CH2:50][CH2:49]1.CCN(C(C)C)C(C)C.C(O)(C(F)(F)F)=O.C(=O)([O-])[O-].[K+].[K+]>CN(C=O)C.C(Cl)Cl>[CH:44]([S:41]([C:38]1[CH:39]=[CH:40][C:35]([C:19]2[N:20]=[C:21]([C:22]3[O:26][N:25]=[C:24]([C:27]4[CH:28]=[CH:29][C:30]([CH2:33][NH:47][CH:48]5[CH2:53][CH2:52][O:51][CH2:50][CH2:49]5)=[CH:31][CH:32]=4)[CH:23]=3)[C:16]([NH2:8])=[N:17][CH:18]=2)=[CH:36][CH:37]=1)(=[O:43])=[O:42])([CH3:45])[CH3:46] |f:4.5.6|. Reported procedure: A solution of tert-butyl N-tert-butoxycarbonyl-N-[3-[3-[4-(chloromethyl)phenyl]isoxazol-5-yl]-5-(4-isopropylsulfonylphenyl)pyrazin-2-yl]carbamate 9 (4.1 g, 6.127 mmol), 4-aminotetrahydro-2H-pyran (2.479 g, 24.51 mmol), KI (1.017 g, 324.9 μL, 6.127 mmol) and DIPEA (791.9 mg, 1.067 mL, 6.127 mmol) in DMF (51 mL) was stirred at 40° C. for 3 h then stirred overnight at rt. The mixture was slowly poured onto a stirred ice/water mixture (400 ml) and stirred at rt overnight. The mixture was filtered an... The reactants are C(CCC)NC=1C=C(CN)C=C(C1OC1=CC=CC=C1)S(N)(=O)=O (3-n-butylamino-4-phenoxy-5-sulfamylbenzylamine), C(C)(=O)O (acetic acid). Solvent: C(C)(=O)OC(C)=O (acetic anhydride). Reaction conditions: time 24 hour. Yields the product C(CCC)NC=1C=C(CNC(C)=O)C=C(C1OC1=CC=CC=C1)S(N)(=O)=O (N-(3-n-Butylamino-4-phenoxy-5-sulfamylbenzyl)acetamide). RXN SMILES: [CH2:1]([NH:5][C:6]1[CH:7]=[C:8]([CH:11]=[C:12]([S:21](=[O:24])(=[O:23])[NH2:22])[C:13]=1[O:14][C:15]1[CH:20]=[CH:19][CH:18]=[CH:17][CH:16]=1)[CH2:9][NH2:10])[CH2:2][CH2:3][CH3:4].[C:25](O)(=[O:27])[CH3:26]>C(OC(=O)C)(=O)C>[CH2:1]([NH:5][C:6]1[CH:7]=[C:8]([CH:11]=[C:12]([S:21](=[O:24])(=[O:23])[NH2:22])[C:13]=1[O:14][C:15]1[CH:16]=[CH:17][CH:18]=[CH:19][CH:20]=1)[CH2:9][NH:10][C:25](=[O:27])[CH3:26])[CH2:2][CH2:3][CH3:4]. Reported procedure: To a solution of 3-n-butylamino-4-phenoxy-5-sulfamylbenzylamine (1.05 g; prepared as described in Example 289) in acetic acid (10 ml), acetic anhydride (0.4 ml) is added and the mixture is left for 24 hours. Dilution with water (25 ml) precipitates N-(3-n-butylamino-4-phenoxy-5-sulfamylbenzyl)acetamide, which is collected by filtration, washed with water and dried in air. After recrystallization from aqueous ethanol it is obtained with a melting point of 190°-191° C. The reactants are ClCCNC(=O)N(C1[C@H](O)[C@@H](O)[C@H](O)[C@H](O1)CO)CCCCCC (1-(2-chloroethyl)-3-n-hexyl-3-D-glucopyranosylurea), C([O-])([O-])=O.[Na+].[Na+] (sodium carbonate), [N+](=O)([N+](=O)[O-])[O-] (nitrogen tetroxide). Solvent: O1CCCC1 (tetrahydrofuran), C(Cl)Cl (methylene chloride). The product is ClCCN(C(=O)N(C1[C@H](O)[C@@H](O)[C@H](O)[C@H](O1)CO)CCCCCC)N=O (1-(2-chloroethyl)-1-nitroso-3-n-hexyl-3-D-glucopyranosylurea). Yield: 77.7%. As a reaction SMILES: [Cl:1][CH2:2][CH2:3][NH:4][C:5]([N:7]([CH2:19][CH2:20][CH2:21][CH2:22][CH2:23][CH3:24])[CH:8]1[O:16][C@H:15]([CH2:17][OH:18])[C@@H:13]([OH:14])[C@H:11]([OH:12])[C@H:9]1[OH:10])=[O:6].C(=O)([O-])[O-].[Na+].[Na+].[N+:31]([O-])([N+]([O-])=O)=[O:32]>O1CCCC1.C(Cl)Cl>[Cl:1][CH2:2][CH2:3][N:4]([N:31]=[O:32])[C:5]([N:7]([CH2:19][CH2:20][CH2:21][CH2:22][CH2:23][CH3:24])[CH:8]1[O:16][C@H:15]([CH2:17][OH:18])[C@@H:13]([OH:14])[C@H:11]([OH:12])[C@H:9]1[OH:10])=[O:6] |f:1.2.3|. Reported procedure: 3.7 g of 1-(2-chloroethyl)-3-n-hexyl-3-D-glucopyranosylurea are dissolved in a mixture of 60 ml of tetrahydrofuran and 60 ml of methylene chloride, and 15 g of sodium carbonate anhydrate are added thereto. 5 g of nitrogen tetroxide gas are introduced into the mixture for 10 minutes under ice-cooling. The mixture is treated in the same manner as described in Example 2. 3.1 g of 1-(2-chloroethyl)-1-nitroso-3-n-hexyl-3-D-glucopyranosylurea are thereby obtained as a yellow oil. The reactants are CO (methanol), C1(CCCCCC1)OC1=CC=C(C#N)C=C1 (4-cycloheptyloxy-benzonitrile), Cl (HCl). The solvent is C1CCOC1 (THF). Run at temperature 0 celsius, time 0.5 hour. The product is C1(CCCCCC1)OC1=CC=C(CN)C=C1 (4-Cycloheptyloxy-benzylamine). The yield is 91.8%. As a reaction SMILES: [CH:1]1([O:8][C:9]2[CH:16]=[CH:15][C:12]([C:13]#[N:14])=[CH:11][CH:10]=2)[CH2:7][CH2:6][CH2:5][CH2:4][CH2:3][CH2:2]1.CO.Cl>C1COCC1>[CH:1]1([O:8][C:9]2[CH:10]=[CH:11][C:12]([CH2:13][NH2:14])=[CH:15][CH:16]=2)[CH2:7][CH2:6][CH2:5][CH2:4][CH2:3][CH2:2]1. Reported procedure: Dissolve 4-cycloheptyloxy-benzonitrile (2 g, 9.29 mmol) in anhydrous THF (20 mL) and cool to 0° C. Add borane dimethylsulfide complex (2.8 mL, 27.9 mmol, 10-12 M solution), stir at 0° C. for 0.5 h and then heat at reflux for 1 h. Cool the mixture to 0° C., add methanol (5 mL) and stir for 15 min. Add 2M aqueous HCl (15 mL) and stir for 30 min at room temperature. Concentrate the mixture in vacuo and purify the residue by chromatography on silica gel (45 g RediSep column) eluting with a gradient ...